Dataset: the Open Reaction Database (ORD), a public repository of structured organic reaction records. Task: describe an organic reaction: reactants, conditions, products, and yield Reactants: N#Cc1ccc(C(=O)Cl)cc1, CC(=O)CC(=O)OC(C)(C)C, ClCCl, CCOC(C)=O, [Cl-], [Cl-], [Mg+2], c1ccncc1. The product is CC(C)(C)OC(=O)CC(=O)c1ccc(C#N)cc1. As a reaction SMILES: [C:10](#[N:11])[c:12]1[cH:13][cH:14][c:15]([C:16](=[O:17])[Cl:18])[cH:19][cH:20]1.[C:21]([CH2:22][C:23]([CH3:24])=[O:25])(=[O:26])[O:27][C:28]([CH3:29])([CH3:30])[CH3:31].[CH2:32]([Cl:33])[Cl:34].[CH3:35][CH2:36][O:37][C:38](=[O:39])[CH3:40].[Cl-:7].[Cl-:9].[Mg+2:8].[cH:1]1[cH:2][cH:3][n:4][cH:5][cH:6]1>>[C:10](#[N:11])[c:12]1[cH:13][cH:14][c:15]([C:16](=[O:17])[CH2:22][C:21](=[O:26])[O:27][C:28]([CH3:29])([CH3:30])[CH3:31])[cH:19][cH:20]1. Procedure details: To a stirred solution of intermediate tert-butyl 6-bromo-4-[(3,3,3-trifluoropropyl)amino]-1H-benzimidazole-1-carboxylate (7.63 g, 18.69 mmol) in DCM (200 mL) at -rt was added water (20 mL) and TFA (200 mL). After stirring for 2 h, the solution was concentrated, ethyl acetate was added and the organic phase was washed with sodium carbonate solution and water. Evaporation of the yielded 5.17 g 6-bromo-N-(3,3,3-trifluoropropyl)-1H-benzimidazol-4-amine (89.8%). Product: BrC=1C=C(C2=C(NC=N2)C1)NCCC(F)(F)F (6-bromo-N-(3,3,3-trifluoropropyl)-1H-benzimidazol-4-amine). RXN SMILES: [Br:1][C:2]1[CH:3]=[C:4]([NH:18][CH2:19][CH2:20][C:21]([F:24])([F:23])[F:22])[C:5]2[N:9]=[CH:8][N:7](C(OC(C)(C)C)=O)[C:6]=2[CH:17]=1.O.C(O)(C(F)(F)F)=O>C(Cl)Cl>[Br:1][C:2]1[CH:3]=[C:4]([NH:18][CH2:19][CH2:20][C:21]([F:24])([F:23])[F:22])[C:5]2[N:9]=[CH:8][NH:7][C:6]=2[CH:17]=1. Conditions: time 2 hour. The solvent is C(Cl)Cl (DCM). Reactants: BrC=1C=C(C2=C(N(C=N2)C(=O)OC(C)(C)C)C1)NCCC(F)(F)F (tert-butyl 6-bromo-4-[(3,3,3-trifluoropropyl)amino]-1H-benzimidazole-1-carboxylate), O (water), C(=O)(C(F)(F)F)O (TFA). Reactants: CN(CCO)C (N,N-dimethylethanolamine), FC=1C=C2NC=3C=C(C=C(C3C(C2=CC1)=O)O)N1CCOCC1 (6-fluoro-1-hydroxy-3-morpholin-4-yl-10H-acridin-9-one), CS(=O)C (DMSO). Solvent: CCOC(=O)C (EtOAc), [NH4+].[Cl-] (NH4Cl). Product: CN(CCOC=1C=C2OC=3C=C(C=C(C3C(C2=CC1)=O)O)N1CCOCC1)C (6-(2-Dimethylaminoethoxy)-1-hydroxy-3-morpholin-4-yl-xanthen-9-one). As a reaction SMILES: [CH3:1][N:2]([CH3:6])[CH2:3][CH2:4][OH:5].F[C:8]1[CH:9]=[C:10]2[C:19](=[CH:20][CH:21]=1)[C:18](=[O:22])[C:17]1[C:16]([OH:23])=[CH:15][C:14]([N:24]3[CH2:29][CH2:28][O:27][CH2:26][CH2:25]3)=[CH:13][C:12]=1N2.CS(C)=[O:32]>CCOC(C)=O.[NH4+].[Cl-]>[CH3:1][N:2]([CH3:6])[CH2:3][CH2:4][O:5][C:8]1[CH:9]=[C:10]2[C:19](=[CH:20][CH:21]=1)[C:18](=[O:22])[C:17]1[C:16]([OH:23])=[CH:15][C:14]([N:24]3[CH2:29][CH2:28][O:27][CH2:26][CH2:25]3)=[CH:13][C:12]=1[O:32]2 |f:4.5|. Reported procedure: A suspension of KH (about 3 mg, 30-35% by weight in mineral oil) was added to a solution of N,N-dimethylethanolamine (14 mg, 0.16 mmol) and 6-fluoro-1-hydroxy-3-morpholin-4-yl-10H-acridin-9-one (25 mg, 0.08 mmol) in DMSO (1.0 mL), and the reaction mixture was heated at reflux for 4 hours. After cooling, the mixture was diluted with EtOAc and sat. NH4Cl. The organic layer was washed six times with water. The organics were dried (Na2SO4), then concentrated. The concentrate was purified via flash c...